The task is: describe an organic reaction: reactants, conditions, products, and yield. This data is from the Open Reaction Database (ORD), a public repository of structured organic reaction records. Starting materials: Br (Hydrogen bromide), O=C1NOC(=C1)[C@H]1C[C@@H](N(CC1)C(=O)OC)CC1=CC=C(C=C1)C(F)(F)F ((2R,4R)-methyl 4-(3-oxo-2,3-dihydroisoxazol-5-yl)-2-(4-(trifluoromethyl)benzyl)piperidine-1-carboxylate). Run at time 8 hour. The product is FC(C1=CC=C(C[C@@H]2NCC[C@H](C2)C2=CC(NO2)=O)C=C1)(F)F (5-((2R,4R)-2-(4-(trifluoromethyl)benzyl)piperidin-4-yl)isoxazol-3(2H)-one). Yield: 64.0%. Reaction SMILES: Br.[O:2]=[C:3]1[CH:7]=[C:6]([C@@H:8]2[CH2:13][CH2:12][N:11](C(OC)=O)[C@@H:10]([CH2:18][C:19]3[CH:24]=[CH:23][C:22]([C:25]([F:28])([F:27])[F:26])=[CH:21][CH:20]=3)[CH2:9]2)[O:5][NH:4]1>>[F:28][C:25]([F:26])([F:27])[C:22]1[CH:21]=[CH:20][C:19]([CH2:18][C@H:10]2[CH2:9][C@H:8]([C:6]3[O:5][NH:4][C:3](=[O:2])[CH:7]=3)[CH2:13][CH2:12][NH:11]2)=[CH:24][CH:23]=1. Procedure details: Hydrogen bromide (33% in acetic acid, 5 mL) was added to a reaction flask containing (2R,4R)-methyl 4-(3-oxo-2,3-dihydroisoxazol-5-yl)-2-(4-(trifluoromethyl)benzyl)piperidine-1-carboxylate (87 mg, 0.23 mmol). The reaction was stirred vigorously overnight. The solvent was evaporated. Purification using PrepLC (pH=11, small column, sample dissolved in MeOH, gradient 5-45, 20 min) yielded 5-((2R,4R)-2-(4-(trifluoromethyl)benzyl)piperidin-4-yl)isoxazol-3(2H)-one (48 mg, 65%). 1H NMR (600 MHz, cd3od)... Reactants: C(C=O)(=O)OCC (ethyl glyoxylate), NC(C(F)(F)F)(C1=NC2=C(N1)C=CC(=C2)C#N)C2=C1C=CN(C1=C(C=C2OC)C)C(=O)OC(C)(C)C ((±)-tert-Butyl 4-(1-amino-1-(5-cyano-1H-benzo[d]imidazol-2-yl)-2,2,2-trifluoroethyl)-5-methoxy-7-methyl-1H-indole-1-carboxylate), C(C)(=O)O[BH-](OC(C)=O)OC(C)=O.[Na+] (sodium triacetoxyborohydride). The solvent is ClCCCl (DCE). Run at temperature 60 celsius. Product: C(#N)C1=CC2=C(NC(=N2)C(C(F)(F)F)(NCC(=O)OCC)C2=C3C=CN(C3=C(C=C2OC)C)C(=O)OC(C)(C)C)C=C1 ((±)-tert-Butyl 4-(1-(5-cyano-1H-benzo[d]imidazol-2-yl)-1-((2-ethoxy-2-oxoethyl)amino)-2,2,2-trifluoroethyl)-5-methoxy-7-methyl-1H-indole-1-carboxylate). Reaction SMILES: [NH2:1][C:2]([C:18]1[C:26]([O:27][CH3:28])=[CH:25][C:24]([CH3:29])=[C:23]2[C:19]=1[CH:20]=[CH:21][N:22]2[C:30]([O:32][C:33]([CH3:36])([CH3:35])[CH3:34])=[O:31])([C:7]1[NH:11][C:10]2[CH:12]=[CH:13][C:14]([C:16]#[N:17])=[CH:15][C:9]=2[N:8]=1)[C:3]([F:6])([F:5])[F:4].[C:37]([O:41][CH2:42][CH3:43])(=[O:40])[CH:38]=O.C(O[BH-](OC(=O)C)OC(=O)C)(=O)C.[Na+]>ClCCCl>[C:16]([C:14]1[CH:13]=[CH:12][C:10]2[NH:11][C:7]([C:2]([C:18]3[C:26]([O:27][CH3:28])=[CH:25][C:24]([CH3:29])=[C:23]4[C:19]=3[CH:20]=[CH:21][N:22]4[C:30]([O:32][C:33]([CH3:36])([CH3:35])[CH3:34])=[O:31])([NH:1][CH2:38][C:37]([O:41][CH2:42][CH3:43])=[O:40])[C:3]([F:6])([F:5])[F:4])=[N:8][C:9]=2[CH:15]=1)#[N:17] |f:2.3|. Reported procedure: To a suspension of (±)-tert-butyl 4-(1-amino-1-(5-cyano-1H-benzo[d]imidazol-2-yl)-2,2,2-trifluoroethyl)-5-methoxy-7-methyl-1H-indole-1-carboxylate (Example 139-A) (117 mg, 0.234 mmol) in DCE (2.34 mL) was added ethyl glyoxylate (50% in toluene) (93 μL, 0.468 mmol) and this was stirred at 60° C. After 5 minutes this was cooled to room temperature, then sodium triacetoxyborohydride (298 mg, 1.405 mmol) was added and this was stirred again at 60° C. After stirring overnight the reaction was quenche... The reactants are COc1cccc(OC)c1 (substrate), Cn2cnc1ccccc12 (effective_coupling_partner). The reagents and catalysts are CDC. Conditions: temperature 90 celsius, time 16 hour. Product: COc3cccc(c2nc1ccccc1n2C)c3. Reactants: COC(\C=C\C=1N(C2=CC=CC=C2C1C1=CC=C(C=C1)F)C(C)C)=O ((E)-3-[3-(4-fluorophenyl)-1-(1-methylethyl)-1H-indol-2-yl]-2-propenoic acid methyl ester), [H-].C(C(C)C)[Al+]CC(C)C (diisobutylaluminum hydride). Run in ClCCl (dichloromethane), C1(=CC=CC=C1)C (toluene). Product: FC1=CC=C(C=C1)C1=C(N(C2=CC=CC=C12)C(C)C)/C=C/CO ((E)-3-[3-(4-fluorophenyl)-1-(1-methylethyl)-1H-indol-2-yl]-2-propen-1-ol). Yield: 102.2%. Reaction SMILES: C[O:2][C:3](=O)/[CH:4]=[CH:5]/[C:6]1[N:7]([CH:22]([CH3:24])[CH3:23])[C:8]2[C:13]([C:14]=1[C:15]1[CH:20]=[CH:19][C:18]([F:21])=[CH:17][CH:16]=1)=[CH:12][CH:11]=[CH:10][CH:9]=2.[H-].C([Al+]CC(C)C)C(C)C>ClCCl.C1(C)C=CC=CC=1>[F:21][C:18]1[CH:19]=[CH:20][C:15]([C:14]2[C:13]3[C:8](=[CH:9][CH:10]=[CH:11][CH:12]=3)[N:7]([CH:22]([CH3:23])[CH3:24])[C:6]=2/[CH:5]=[CH:4]/[CH2:3][OH:2])=[CH:16][CH:17]=1 |f:1.2|. Procedure: As in Example 227, (E)-3-[3-(4-fluorophenyl)-1-(1-methylethyl)-1H-indol-2-yl]-2-propenoic acid methyl ester (4.43 g) in dry dichloromethane (60 mL) was treated with diisobutylaluminum hydride in toluene (1.5M; 30 mL) at -65° C. for 1 hour, then was worked up as previously described to give 4.15 g of (E)-3-[3-(4-fluorophenyl)-1-(1-methylethyl)-1H-indol-2-yl]-2-propen-1-ol as a yellow oil. A portion (0.2 g) was purified by chromatography over silica gel (diethyl ether-hexane; 1:19) to furnish 0.17...